Dataset: the Open Reaction Database (ORD), a public repository of structured organic reaction records. Task: describe an organic reaction: reactants, conditions, products, and yield Yields the product C(C)(C)(C)C1=NN(C(=C1)NC(NC1=CC=C(C2=CC=CC=C12)OCC1=CC(=NC=C1)NC(CNCCOC)=O)=O)C1=CC=C(C=C1)C (N-(4-((4-(3-(3-tert-butyl-1-p-tolyl-1H-pyrazol-5-yl)ureido)naphthalen-1-yloxy)methyl)pyridin-2-yl)-2-(2-methoxyethylamino)acetamide). The yield is 11.8%. Reported procedure: To a solution of N-(4-((4-(3-(3-tert-butyl-1-p-tolyl-1H-pyrazol-5-yl)ureido)naphthalen-1-yloxy)methyl)pyridin-2-yl)-2-chloroacetamide (Intermediate B) (50 mg, 0.08 mmol) in DCM (1.0 mL), DMF (0.1 mL) and DIPEA (17 μl, 0.10 mmol) was added 2-methoxyethylamine (7.0 μl, 0.08 mmol). The reaction mixture was heated to 40° C. and stirred for 12 hr. The crude reaction mixture was purified by column chromatography (12 g, 0-10% MeOH in DCM, gradient elution). Product fractions were concentrated in vacuo ... Run in C(Cl)Cl (DCM), CN(C)C=O (DMF). Reactants: C(C)(C)(C)C1=NN(C(=C1)NC(NC1=CC=C(C2=CC=CC=C12)OCC1=CC(=NC=C1)NC(CCl)=O)=O)C1=CC=C(C=C1)C (N-(4-((4-(3-(3-tert-butyl-1-p-tolyl-1H-pyrazol-5-yl)ureido)naphthalen-1-yloxy)methyl)pyridin-2-yl)-2-chloroacetamide), C(C)(C)(C)C1=NN(C(=C1)NC(NC1=CC=C(C2=CC=CC=C12)OCC1=CC(=NC=C1)NC(CCl)=O)=O)C1=CC=C(C=C1)C (N-(4-((4-(3-(3-tert-butyl-1-p-tolyl-1H-pyrazol-5-yl)ureido)naphthalen-1-yloxy)methyl)pyridin-2-yl)-2-chloroacetamide), CCN(C(C)C)C(C)C (DIPEA), COCCN (2-methoxyethylamine). Reaction SMILES: [C:1]([C:5]1[CH:9]=[C:8]([NH:10][C:11](=[O:36])[NH:12][C:13]2[C:22]3[C:17](=[CH:18][CH:19]=[CH:20][CH:21]=3)[C:16]([O:23][CH2:24][C:25]3[CH:30]=[CH:29][N:28]=[C:27]([NH:31][C:32](=[O:35])[CH2:33]Cl)[CH:26]=3)=[CH:15][CH:14]=2)[N:7]([C:37]2[CH:42]=[CH:41][C:40]([CH3:43])=[CH:39][CH:38]=2)[N:6]=1)([CH3:4])([CH3:3])[CH3:2].CCN(C(C)C)C(C)C.[CH3:53][O:54][CH2:55][CH2:56][NH2:57]>C(Cl)Cl.CN(C=O)C>[C:1]([C:5]1[CH:9]=[C:8]([NH:10][C:11](=[O:36])[NH:12][C:13]2[C:22]3[C:17](=[CH:18][CH:19]=[CH:20][CH:21]=3)[C:16]([O:23][CH2:24][C:25]3[CH:30]=[CH:29][N:28]=[C:27]([NH:31][C:32](=[O:35])[CH2:33][NH:57][CH2:56][CH2:55][O:54][CH3:53])[CH:26]=3)=[CH:15][CH:14]=2)[N:7]([C:37]2[CH:42]=[CH:41][C:40]([CH3:43])=[CH:39][CH:38]=2)[N:6]=1)([CH3:4])([CH3:3])[CH3:2]. Run at temperature 40 celsius, time 12 hour.